The task is: describe an organic reaction: reactants, conditions, products, and yield. This data is from the Open Reaction Database (ORD), a public repository of structured organic reaction records. Starting materials: C(C)(C)(C)OC(=O)N1CCC(CC1)C#N (1-(t-butoxycarbonyl)-4-cyanopiperidine), [N-]=[N+]=[N-].[Na+] (sodium azide), [Cl-].[NH4+] (ammonium chloride). The solvent is CN(C)C=O (DMF). Run at temperature 100 celsius, time 20 hour. Yields the product C(C)(C)(C)OC(=O)N1CCC(CC1)C1=NN=NN1 (1-(t-Butoxycarbonyl)-4-(1H-tetrazol-5-yl)piperidine). The yield is 59.6%. Reaction SMILES: [C:1]([O:5][C:6]([N:8]1[CH2:13][CH2:12][CH:11]([C:14]#[N:15])[CH2:10][CH2:9]1)=[O:7])([CH3:4])([CH3:3])[CH3:2].[N-:16]=[N+:17]=[N-:18].[Na+].[Cl-].[NH4+]>CN(C=O)C>[C:1]([O:5][C:6]([N:8]1[CH2:13][CH2:12][CH:11]([C:14]2[NH:18][N:17]=[N:16][N:15]=2)[CH2:10][CH2:9]1)=[O:7])([CH3:4])([CH3:2])[CH3:3] |f:1.2,3.4|. Procedure: A mixture of 2.10 g (10.0 mmol) of 1-(t-butoxycarbonyl)-4-cyanopiperidine (from Step A), 1.95 g (30.0 mmol) of sodium azide and 1.60 g (30.0 mmol) of ammonium chloride in 20 mL of DMF was stirred at 100° C. for 20 h. The mixture was cooled and partitioned between 200 mL of methylene chloride and 200 mL of 1.0 N HCl and the layers were separated. The organic layer was washed with 200 mL of water, dried over magnesium sulfate and concentrated. Flash chromatography on 50 g of silica gel using 4:1 v... The reactants are C(C)Cl (ethyl chloride), C(CCC)Cl (n-butyl chloride), [Mg] (Magnesium). Run in CCCCCCC (n-heptane). Run at temperature 110 celsius, time 1.5 hour. Product: C(CCC)[Mg]CC (n-butylethylmagnesium), CCCC (n-butane), CC (ethane). Reaction SMILES: [Mg:1].[CH2:2](Cl)[CH3:3].[CH2:5](Cl)[CH2:6][CH2:7][CH3:8]>CCCCCCC>[CH2:5]([Mg:1][CH2:2][CH3:3])[CH2:6][CH2:7][CH3:8].[CH3:5][CH2:6][CH2:7][CH3:8].[CH3:2][CH3:3]. Procedure details: A ten weight percent (10 wt. %) solution of n-butylethylmagnesium (BEM) in n-heptane was prepared as follows. A pressure bottle was prepared and heated in an oil bath thermostatically controlled at 115° C. The pressure bottle was equipped with a stirrer. Magnesium powder (18.0 grams, 0.0740 mole) was charged to the pressure bottle and allowed to heat at about 110° C. under a purge of nitrogen. The bottle was removed from the bath and 200 grams (g) dry n-heptane was added. A small amount (0.2 g) ... The reactants are C(C)OC1=C(C=CC=C1)C=1NC(C2=C(N1)C=CC=N2)=O (2-(2-ethoxyphenyl)-pyrido[3,2-d]pyrimidin-4(3H)-one), [N+](=O)(O)[O-] (nitric acid), ice water. Run in S(O)(O)(=O)=O (sulphuric acid). Run at time 18 hour. Product: C(C)OC1=C(C=C(C=C1)[N+](=O)[O-])C=1NC(C2=C(N1)C=CC=N2)=O (2-(2-Ethoxy-5-nitrophenyl)pyrido[3,2-d]pyrimidin-4(3H)-one). Isolated yield 86.0%. Reaction SMILES: [CH2:1]([O:3][C:4]1[CH:9]=[CH:8][CH:7]=[CH:6][C:5]=1[C:10]1[NH:11][C:12](=[O:20])[C:13]2[N:19]=[CH:18][CH:17]=[CH:16][C:14]=2[N:15]=1)[CH3:2].[N+:21]([O-])([OH:23])=[O:22]>S(=O)(=O)(O)O>[CH2:1]([O:3][C:4]1[CH:9]=[CH:8][C:7]([N+:21]([O-:23])=[O:22])=[CH:6][C:5]=1[C:10]1[NH:11][C:12](=[O:20])[C:13]2[N:19]=[CH:18][CH:17]=[CH:16][C:14]=2[N:15]=1)[CH3:2]. Procedure details: A stirred solution of 2-(2-ethoxyphenyl)-pyrido[3,2-d]pyrimidin-4(3H)-one (Preparation 10; 1.4 g, 0.0052 mol)in concentrated sulphuric acid (11 ml) at 0° C., was treated dropwise with concentrated nitric acid (0.4 ml). The reaction mixture was allowed to warm to ambient temperature, stirred for a further 18 hours, then added dropwise to ice/water (70 g). The resulting precipitate was collected by filtration, dried under vacuum and then crystallised from acetonitrile to give the title compound as... The reactants are N-BOC, COC1=CC=C(CN2N=NC(=C2)CN)C=C1 (C-[1-(4-methoxy-benzyl)-1H-[1,2,3]triazol-4-yl]-methylamine), COC1=CC=C(CN2N=NC=C2CN)C=C1 (C-[3-(4-methoxy-benzyl)-3H-[1,2,3]triazol-4-yl]-methylamine), C(=O)C1=CC=C(C=C1)B(O)O (4-formylphenylboronic acid), C(C)(=O)O[BH-](OC(C)=O)OC(C)=O.[Na+] (Sodium triacetoxyborohydride), C([O-])([O-])=O.[K+].[K+] (potassium carbonate), C(=O)(OC(C)(C)C)OC(=O)OC(C)(C)C (di-ter-butyl dicarbonate). Solvent: ClCCCl (1,2-dichloroethane), O (water), C(C)(=O)OCC (ethyl acetate). Reaction conditions: time 10 minute. The product is C(C)(C)(C)OC(=O)N(CC=1N=NN(C1)CC1=CC=C(C=C1)OC)CC1=CC=C(C=C1)B(O)O (4-({tert-butoxycarbonyl-[1-(4-methoxy-benzyl)-1H-[1,2,3]triazol-4-ylmethyl]-amino}-methyl)-phenylboronic acid), C(C)(C)(C)OC(=O)N(CC=1N(N=NC1)CC1=CC=C(C=C1)OC)CC1=CC=C(C=C1)B(O)O (4-({tert-butoxycarbonyl-[3-(4-methoxy-benzyl)-3H-[1,2,3]triazol-4-ylmethyl]-amino}-methyl)-phenylboronic acid). Yield: 96.4%. As a reaction SMILES: [CH3:1][O:2][C:3]1[CH:16]=[CH:15][C:6]([CH2:7][N:8]2[CH:12]=[C:11]([CH2:13][NH2:14])[N:10]=[N:9]2)=[CH:5][CH:4]=1.[CH3:17][O:18][C:19]1[CH:32]=[CH:31][C:22]([CH2:23][N:24]2[C:28]([CH2:29][NH2:30])=[CH:27][N:26]=[N:25]2)=[CH:21][CH:20]=1.[CH:33]([C:35]1[CH:40]=[CH:39][C:38]([B:41]([OH:43])[OH:42])=[CH:37][CH:36]=1)=O.C(O[BH-](OC(=O)C)OC(=O)C)(=O)C.[Na+].C(=O)([O-])[O-].[K+].[K+].[C:64](O[C:72]([O:74][C:75]([CH3:78])([CH3:77])[CH3:76])=[O:73])([O:66][C:67]([CH3:70])([CH3:69])[CH3:68])=[O:65]>ClCCCl.O.C(OCC)(=O)C>[C:67]([O:66][C:64]([N:14]([CH2:33][C:35]1[CH:40]=[CH:39][C:38]([B:41]([OH:43])[OH:42])=[CH:37][CH:36]=1)[CH2:13][C:11]1[N:10]=[N:9][N:8]([CH2:7][C:6]2[CH:5]=[CH:4][C:3]([O:2][CH3:1])=[CH:16][CH:15]=2)[CH:12]=1)=[O:65])([CH3:70])([CH3:69])[CH3:68].[C:75]([O:74][C:72]([N:30]([CH2:33][C:35]1[CH:40]=[CH:39][C:38]([B:41]([OH:43])[OH:42])=[CH:37][CH:36]=1)[CH2:29][C:28]1[N:24]([CH2:23][C:22]2[CH:21]=[CH:20][C:19]([O:18][CH3:17])=[CH:32][CH:31]=2)[N:25]=[N:26][CH:27]=1)=[O:73])([CH3:76])([CH3:77])[CH3:78] |f:3.4,5.6.7|. Reported procedure: A solution of the regioisomeric C-[1-(4-methoxy-benzyl)-1H-[1,2,3]triazol-4-yl]-methylamine and C-[3-(4-methoxy-benzyl)-3H-[1,2,3]triazol-4-yl]-methylamine (1003 and 1004, 20.0 g, 91.74 mmol) in 1,2-dichloroethane (DCE, 280 mL) was treated with 4-formylphenylboronic acid 1005 (commercially available, 12.39 g, 82.57 mmol, 0.9 equiv) at room temperature, and the resulting reaction mixture was stirred at room temperature for 10 min. Sodium triacetoxyborohydride (NaB(OAc)3H, 29.2 g, 137.6 mmol, 1.5 ... Starting materials: ClC1=CC=2C(CNS(C2S1)(=O)=O)O (6-chloro-3,4-dihydro-4-hydroxy-2H-thieno[3,2-e]-1,2-thiazine 1,1-dioxide), [H-].[Na+] (sodium hydride), O (water), BrCCBr (1,2-dibromoethane). The solvent is CN(C)C=O (DMF). Conditions: time 72 hour. Product: BrCCN1S(C2=C(C(C1)O)C=C(S2)Cl)(=O)=O (2-(2-Bromoethyl)-6-chloro-3,4-dihydro-4-hydroxy-2H-thieno[3,2-e]-1,2-thiazine 1,1-dioxide). The yield is 52.4%. As a reaction SMILES: [Cl:1][C:2]1[S:10][C:9]2[S:8](=[O:12])(=[O:11])[NH:7][CH2:6][CH:5]([OH:13])[C:4]=2[CH:3]=1.[H-].[Na+].[Br:16][CH2:17][CH2:18]Br.O>CN(C=O)C>[Br:16][CH2:17][CH2:18][N:7]1[CH2:6][CH:5]([OH:13])[C:4]2[CH:3]=[C:2]([Cl:1])[S:10][C:9]=2[S:8]1(=[O:11])=[O:12] |f:1.2|. Procedure details: To a solution of 6-chloro-3,4-dihydro-4-hydroxy-2H-thieno[3,2-e]-1,2-thiazine 1,1-dioxide (2.0 g, 8.37 mmol) in DMF (50 mL) was added sodium hydride (0.37 g, 9.2 mmol), after stirring for 30 min 1,2-dibromoethane (2.36 g, 16.7 mmol) was added and this mixture was stirred at room temperature for 72 hr. The reaction mixture was poured into water and the aqueous mixture was extracted with ether. The combined extracts were dried (MgSO4) and evaporated to an oil which was purified by column chromatog... Reactants: CC(C)NC(=O)C1OC1C1=CC=CC=C1 (N-(1-methylethyl)-3-phenyl-2-oxiranecarboxamide), ClC=1C=C(C=CC1)O (m-chlorophenol), [H-].[Na+] (sodium hydride), C1COCCOCCOCCOCCOCCO1 (18-crown-6). Solvent: C(C)#N (acetonitrile). Product: OC(C(=O)NC(C)C)C(C1=CC=CC=C1)OC1=CC(=CC=C1)Cl (α-Hydroxy-β-(3-Chlorophenoxy)-N-(1-Methylethyl)Benzenepropanamide). Reaction SMILES: [CH3:1][CH:2]([NH:4][C:5]([CH:7]1[CH:9]([C:10]2[CH:15]=[CH:14][CH:13]=[CH:12][CH:11]=2)[O:8]1)=[O:6])[CH3:3].[Cl:16][C:17]1[CH:18]=[C:19]([OH:23])[CH:20]=[CH:21][CH:22]=1.[H-].[Na+].C1OCCOCCOCCOCCOCCOC1>C(#N)C>[OH:8][CH:7]([CH:9]([O:23][C:19]1[CH:20]=[CH:21][CH:22]=[C:17]([Cl:16])[CH:18]=1)[C:10]1[CH:11]=[CH:12][CH:13]=[CH:14][CH:15]=1)[C:5]([NH:4][CH:2]([CH3:1])[CH3:3])=[O:6] |f:2.3|. Procedure: This compound was prepared from N-(1-methylethyl)-3-phenyl-2-oxiranecarboxamide (6.16 g.) m-chlorophenol (3.9 g.), sodium hydride (50% oil dispersion, 1.5 g.), 18-crown-6 (0.9 g.), and acetonitrile (250 ml.) as described in Example 12. The product which was purified by recrystallization from ether melted at 151°-153°, and weighed 1.4 g. As a reaction SMILES: C[O:2][C:3](=[O:22])[C:4]1[C:5](=[C:10]([NH:14][CH2:15][C:16]2[O:17][C:18]([CH3:21])=[CH:19][CH:20]=2)[CH:11]=[CH:12][CH:13]=1)[C:6]([O:8]C)=[O:7].COCCNC1C=CC=C(C(O)=O)C=1C(O)=O>>[CH3:21][C:18]1[O:17][C:16]([CH2:15][NH:14][C:10]2[CH:11]=[CH:12][CH:13]=[C:4]([C:3]([OH:22])=[O:2])[C:5]=2[C:6]([OH:8])=[O:7])=[CH:20][CH:19]=1. Starting materials: COC(C=1C(C(=O)OC)=C(C=CC1)NCC=1OC(=CC1)C)=O (3-[(5-Methyl-furan-2-ylmethyl)-amino]-phthalic acid dimethyl ester), COCCNC1=C(C(C(=O)O)=CC=C1)C(=O)O (3-(2-methoxy-ethylamino)-phthalic acid), diacid, monomethyl esters. Procedure details: 3-[(5-Methyl-furan-2-ylmethyl)-amino]-phthalic acid dimethyl ester (5 mmol) was treated in the same manner as described above for the synthesis of 3-(2-methoxy-ethylamino)-phthalic acid. The product of the reaction, which contained a mixture of diacid and monomethyl esters, was used without further purification. The product is CC1=CC=C(O1)CNC1=C(C(C(=O)O)=CC=C1)C(=O)O (3-[(5-Methyl-furan-2-ylmethyl)-amino]-phthalic acid).